Task: describe an organic reaction: reactants, conditions, products, and yield. Dataset: the Open Reaction Database (ORD), a public repository of structured organic reaction records Reactants: C1(CCCC1)N1N=C(C(=C1N)C(=O)N)CC (1-cyclopentyl-3-ethyl-5-amino-1H-pyrazole-4-carboxamide), N1(CCOCC1)CCOC=1C=C(C=O)C=CC1 (3-[2-(4-morpholinyl)ethoxy]benzaldehyde), xylenes, aldehyde. Reaction conditions: temperature 160 celsius. The product is C1(CCCC1)N1NC(=C2C1=NC(=NC2=O)C2=CC(=CC=C2)OCCN2CCOCC2)CC (1-cyclopentyl-3-ethyl-6-[3-[2-(4-morpholinyl)ethoxy]phenyl]-pyrazolo[3,4-d]pyrimidin-4-one). As a reaction SMILES: [CH:1]1([N:6]2[C:10]([NH2:11])=[C:9]([C:12]([NH2:14])=[O:13])[C:8]([CH2:15][CH3:16])=[N:7]2)[CH2:5][CH2:4][CH2:3][CH2:2]1.[N:17]1([CH2:23][CH2:24][O:25][C:26]2[CH:27]=[C:28]([CH:31]=[CH:32][CH:33]=2)[CH:29]=O)[CH2:22][CH2:21][O:20][CH2:19][CH2:18]1>>[CH:1]1([N:6]2[C:10]3=[N:11][C:29]([C:28]4[CH:31]=[CH:32][CH:33]=[C:26]([O:25][CH2:24][CH2:23][N:17]5[CH2:22][CH2:21][O:20][CH2:19][CH2:18]5)[CH:27]=4)=[N:14][C:12](=[O:13])[C:9]3=[C:8]([CH2:15][CH3:16])[NH:7]2)[CH2:2][CH2:3][CH2:4][CH2:5]1. Reported procedure: A mixture of 1-cyclopentyl-3-ethyl-5-amino-1H-pyrazole-4-carboxamide (1.05 g, 4.73 mmol), 3-[2-(4-morpholinyl)ethoxy]benzaldehyde (1.67 g) and xylenes (7 ml) was heated to 160° C. overnight. Additional aldehyde (0.4 g) was added and the mixture was heated at 160° C. until the reaction was complete. The reaction mixture was cooled to room temperature and a solid formed which was collected by filtration and washed with ether. The filtrate was concentrated to dryness and the residue was combined wi...